Dataset: the Open Reaction Database (ORD), a public repository of structured organic reaction records. Task: describe an organic reaction: reactants, conditions, products, and yield Starting materials: CC1=NC2=CC(=CC=C2C=C1)CCO (2-(2-methylquinolin-7-yl)ethanol), O1CCOCC1 (dioxane), SeO2. The solvent is O (water). Product: OCCC1=CC=C2C=CC(=NC2=C1)C=O (7-(2-hydroxyethyl)quinoline-2-carbaldehyde). Yield: 89.0%. As a reaction SMILES: [CH3:1][C:2]1[CH:11]=[CH:10][C:9]2[C:4](=[CH:5][C:6]([CH2:12][CH2:13][OH:14])=[CH:7][CH:8]=2)[N:3]=1.[O:15]1CCOCC1>O>[OH:14][CH2:13][CH2:12][C:6]1[CH:5]=[C:4]2[C:9]([CH:10]=[CH:11][C:2]([CH:1]=[O:15])=[N:3]2)=[CH:8][CH:7]=1. Reported procedure: 2-(2-methylquinolin-7-yl)ethanol (0.220 g, 1.17 mmol) was dissolved in dioxane (5 mL) and water (0.05 mL). The reaction was treated with SeO2 (0.156 g, 1.41 mmol) and the mixture was heated to reflux for 2 hours. After cooling to ambient temperature, the solid was removed by filtration and washed with DCM. The filtrate was concentrated and the residue was purified by flash chromatography on silica gel (ethyl acetate/hexanes 5:1) to give 7-(2-hydroxyethyl)quinoline-2-carbaldehyde (0.21 g, 1.04 mm... Starting materials: BrC=1C=CC(=NC1)C(C(=O)NCC(C)C)(C)C (2-(5-bromopyridin-2-yl)-N-isobutyl-2-methylpropanamide), CC1(OB(OC1(C)C)C=1C=NC=C(C#N)C1)C (5-(4,4,5,5-tetramethyl-1,3,2-dioxaborolan-2-yl)nicotinonitrile), ( 323 ). Yields the product C(#N)C=1C=C(C=NC1)C=1C=NC(=CC1)C(C(=O)NCC(C)C)(C)C (2-(5′-cyano-3,3′-bipyridin-6-yl)-N-isobutyl-2-methylpropanamide). Isolated yield 49.0%. Reaction SMILES: Br[C:2]1[CH:3]=[CH:4][C:5]([C:8]([CH3:17])([CH3:16])[C:9]([NH:11][CH2:12][CH:13]([CH3:15])[CH3:14])=[O:10])=[N:6][CH:7]=1.CC1(C)C(C)(C)OB([C:26]2[CH:27]=[N:28][CH:29]=[C:30]([CH:33]=2)[C:31]#[N:32])O1>>[C:31]([C:30]1[CH:33]=[C:26]([C:2]2[CH:7]=[N:6][C:5]([C:8]([CH3:17])([CH3:16])[C:9]([NH:11][CH2:12][CH:13]([CH3:15])[CH3:14])=[O:10])=[CH:4][CH:3]=2)[CH:27]=[N:28][CH:29]=1)#[N:32]. Reported procedure: Prepared in a similar manner to Example 23 from 2-(5-bromopyridin-2-yl)-N-isobutyl-2-methylpropanamide (example 42a) and 5-(4,4,5,5-tetramethyl-1,3,2-dioxaborolan-2-yl)nicotinonitrile. Yield 49%. 1H NMR (400 MHz, acetonitrile-d6): δ 0.80-0.81 (d, 6H), 1.63 (s, 6H), 1.71-1.77 (m, 1H), 2.97-3.00 (t, 2H), 7.01 (bs, 1H), 7.59-7.62 (d, 1H), 8.18-8.21 (dd, 1H), 8.59-8.60 (t, 1H), 8.99 (d, 1H), 9.20-9.21 (d, 1H); MS+H (323).